The task is: describe an organic reaction: reactants, conditions, products, and yield. This data is from the Open Reaction Database (ORD), a public repository of structured organic reaction records. The reactants are CC(C)(C)OC(=O)N1CCNCC1, CC(=O)O, O=Cc1c(OCc2ccccc2)ccc2c1ccn2S(=O)(=O)c1ccccc1, O. Yields the product CC(C)(C)OC(=O)N1CCN(Cc2c(OCc3ccccc3)ccc3c2ccn3S(=O)(=O)c2ccccc2)CC1. Reaction SMILES: [C:29](=[O:30])([O:31][C:32]([CH3:33])([CH3:34])[CH3:35])[N:36]1[CH2:37][CH2:38][NH:39][CH2:40][CH2:41]1.[C:42]([OH:43])(=[O:44])[CH3:45].[CH2:1]([c:2]1[cH:3][cH:4][cH:5][cH:6][cH:7]1)[O:8][c:9]1[c:10]([CH:27]=[O:28])[c:11]2[cH:12][cH:13][n:14]([S:18](=[O:19])(=[O:20])[c:21]3[cH:22][cH:23][cH:24][cH:25][cH:26]3)[c:15]2[cH:16][cH:17]1.[OH2:46]>>[CH2:1]([c:2]1[cH:3][cH:4][cH:5][cH:6][cH:7]1)[O:8][c:9]1[c:10]([CH2:27][N:39]2[CH2:38][CH2:37][N:36]([C:29](=[O:30])[O:31][C:32]([CH3:33])([CH3:34])[CH3:35])[CH2:41][CH2:40]2)[c:11]2[cH:12][cH:13][n:14]([S:18](=[O:19])(=[O:20])[c:21]3[cH:22][cH:23][cH:24][cH:25][cH:26]3)[c:15]2[cH:16][cH:17]1. Starting materials: CC1=NC(=NO1)C1=CC=C(C=C1)Br (4-(5-methyl-1,2,4-oxadiazol-3-yl)bromobenzene), B(O)(O)C1=CC=C(C(=O)O)C=C1 (4-boronobenzoic acid), ClC1=C(C=C(C=C1)[N+](=O)[O-])O (2-chloro-5-nitrophenol). Product: CC1=NC(=NO1)C1=CC=C(C=C1)C1=CC=C(C=C1)C(=O)O (4'-(5-Methyl-1,2,4-oxadiazol-3-yl)-1,1'-biphenyl-4-carboxylic acid). As a reaction SMILES: [CH3:1][C:2]1[O:6][N:5]=[C:4]([C:7]2[CH:12]=[CH:11][C:10](Br)=[CH:9][CH:8]=2)[N:3]=1.B([C:17]1[CH:25]=[CH:24][C:20]([C:21]([OH:23])=[O:22])=[CH:19][CH:18]=1)(O)O.ClC1C=CC([N+]([O-])=O)=CC=1O>>[CH3:1][C:2]1[O:6][N:5]=[C:4]([C:7]2[CH:12]=[CH:11][C:10]([C:17]3[CH:25]=[CH:24][C:20]([C:21]([OH:23])=[O:22])=[CH:19][CH:18]=3)=[CH:9][CH:8]=2)[N:3]=1. Reported procedure: The title compound was prepared from 4-(5-methyl-1,2,4-oxadiazol-3-yl)bromobenzene (0.58 g) and 4-boronobenzoic acid (0.4 g) as described in Description 15 as a white solid (0.64 g, 97%).